This data is from the Open Reaction Database (ORD), a public repository of structured organic reaction records. The task is: describe an organic reaction: reactants, conditions, products, and yield Reactants: C[O-], CSc1ccc(CC#N)cc1, CCOC(=O)c1ccc(C)nc1, Cc1ccccc1, [Na+]. The product is CSc1ccc(C(C#N)C(=O)c2ccc(C)nc2)cc1. RXN SMILES: [CH3:13][O-:14].[CH3:16][S:17][c:18]1[cH:19][cH:20][c:21]([CH2:24][C:25]#[N:26])[cH:22][cH:23]1.[CH3:1][c:2]1[n:3][cH:4][c:5]([C:6]([O:8][CH2:7][CH3:9])=[O:10])[cH:11][cH:12]1.[CH3:27][c:28]1[cH:29][cH:30][cH:31][cH:32][cH:33]1.[Na+:15]>>[CH3:1][c:2]1[n:3][cH:4][c:5]([C:6](=[O:8])[CH:24]([c:21]2[cH:20][cH:19][c:18]([S:17][CH3:16])[cH:23][cH:22]2)[C:25]#[N:26])[cH:11][cH:12]1. Reactants: C(C1=CC=CC=C1)N1C2=C(N[C@H]3[C@@H](C1=O)CCC3)C=CC=C2 ((3aR*,10aS*)-9-benzyl-2,3,3a,4,9,10a-hexahydrobenzo[b]cyclopenta[e][1,4]diazepin-10(1H)-one), C(C)(=O)OC(C)=O (acetic anhydride). Conditions: temperature 100 celsius, time 35 minute. Yields the product C(C)(=O)N1C2=C(N(C([C@@H]3[C@H]1CCC3)=O)CC3=CC=CC=C3)C=CC=C2 ((3aR*,10aS*)-4-Acetyl-9-benzyl-2,3,3a,4,9,10a-hexahydrobenzo[b]cyclopenta[e][1,4]diazepin-10(1H)-one). The yield is 77.0%. As a reaction SMILES: [CH2:1]([N:8]1[C:14](=[O:15])[C@H:13]2[CH2:16][CH2:17][CH2:18][C@H:12]2[NH:11][C:10]2[CH:19]=[CH:20][CH:21]=[CH:22][C:9]1=2)[C:2]1[CH:7]=[CH:6][CH:5]=[CH:4][CH:3]=1.[C:23](OC(=O)C)(=[O:25])[CH3:24]>>[C:23]([N:11]1[C@@H:12]2[CH2:18][CH2:17][CH2:16][C@@H:13]2[C:14](=[O:15])[N:8]([CH2:1][C:2]2[CH:3]=[CH:4][CH:5]=[CH:6][CH:7]=2)[C:9]2[CH:22]=[CH:21][CH:20]=[CH:19][C:10]1=2)(=[O:25])[CH3:24]. Procedure: A mixture of (3aR*,10aS*)-9-benzyl-2,3,3a,4,9,10a-hexahydrobenzo[b]cyclopenta[e][1,4]diazepin-10(1H)-one (1.47 g, 5.0 mmol) and acetic anhydride (5 mL) was stirred for 35 minutes at 100° C. Resulting crystalline precipitate was collected by filtration, which was washed with ethanol to give 1.29 g (yield 77%) of the titled compound, m.p. 209°-210° C. Reactants: N1=CC=C(C=C1)CO (Pyridin-4-ylmethanol), FC1=CC=C(C=C1)S(=O)(=O)N(C1=NC(=CC=C1)OC)CC(C)C (4-fluoro-N-isobutyl-N-(6-methoxypyridin-2-yl)benzenesulfonamide), [H-].[Na+] (sodium hydride). The solvent is CN(C=O)C (N,N-dimethylformamide). Conditions: time 3 hour. The product is C(C(C)C)N(S(=O)(=O)C1=CC=C(C=C1)OCC1=CC=NC=C1)C1=NC(=CC=C1)OC (N-isobutyl-N-(6-methoxypyridin-2-yl)-4-(pyridin-4-ylmethoxy)benzenesulfonamide). Isolated yield 26.8%. As a reaction SMILES: [N:1]1[CH:6]=[CH:5][C:4]([CH2:7][OH:8])=[CH:3][CH:2]=1.F[C:10]1[CH:15]=[CH:14][C:13]([S:16]([N:19]([CH2:28][CH:29]([CH3:31])[CH3:30])[C:20]2[CH:25]=[CH:24][CH:23]=[C:22]([O:26][CH3:27])[N:21]=2)(=[O:18])=[O:17])=[CH:12][CH:11]=1.[H-].[Na+]>CN(C)C=O>[CH2:28]([N:19]([C:20]1[CH:25]=[CH:24][CH:23]=[C:22]([O:26][CH3:27])[N:21]=1)[S:16]([C:13]1[CH:14]=[CH:15][C:10]([O:8][CH2:7][C:4]2[CH:5]=[CH:6][N:1]=[CH:2][CH:3]=2)=[CH:11][CH:12]=1)(=[O:18])=[O:17])[CH:29]([CH3:31])[CH3:30] |f:2.3|. Procedure details: Pyridin-4-ylmethanol (20.22 mg, 0.185 mmol) and 4-fluoro-N-isobutyl-N-(6-methoxypyridin-2-yl)benzenesulfonamide (62.7 mg, 0.185 mmol) were dissolved in N,N-dimethylformamide (DMF) (3 mL) and sodium hydride (7.41 mg, 0.185 mmol, 60% wt in mineral oil) added. Reaction left to stir at room temperature, under nitrogen, for 3 hours. The reaction was then quenched by adding water (2 mL). The mixture was concentrated in vacuo and the product extracted to the organic phase of an aqueous work up between ... Reactants: CCOC(C)=O, CC(=O)O, O=[N+]([O-])c1cc2c(Nc3ccc(OCc4cccc(F)c4)c(Cl)c3)ncnc2cc1OCCCN1CCOCC1, [Fe]. Product: Nc1cc2c(Nc3ccc(OCc4cccc(F)c4)c(Cl)c3)ncnc2cc1OCCCN1CCOCC1. RXN SMILES: [CH2:45]([O:46][C:47](=[O:48])[CH3:49])[CH3:50].[CH3:41][C:42](=[O:43])[OH:44].[Cl:1][c:2]1[cH:3][c:4]([NH:17][c:18]2[n:19][cH:20][n:21][c:22]3[cH:23][c:24]([O:31][CH2:32][CH2:33][CH2:34][N:35]4[CH2:36][CH2:37][O:38][CH2:39][CH2:40]4)[c:25]([N+:28]([O-:29])=[O:30])[cH:26][c:27]23)[cH:5][cH:6][c:7]1[O:8][CH2:9][c:10]1[cH:11][c:12]([F:16])[cH:13][cH:14][cH:15]1.[Fe:51]>>[Cl:1][c:2]1[cH:3][c:4]([NH:17][c:18]2[n:19][cH:20][n:21][c:22]3[cH:23][c:24]([O:31][CH2:32][CH2:33][CH2:34][N:35]4[CH2:36][CH2:37][O:38][CH2:39][CH2:40]4)[c:25]([NH2:28])[cH:26][c:27]23)[cH:5][cH:6][c:7]1[O:8][CH2:9][c:10]1[cH:11][c:12]([F:16])[cH:13][cH:14][cH:15]1. Reactants: OCC(CO)c1cncc(Br)c1, COC(C)(C)OC, ClCCl. The product is CC1(C)OCC(c2cncc(Br)c2)CO1. As a reaction SMILES: [Br:1][c:2]1[cH:3][c:4]([CH:8]([CH2:9][OH:10])[CH2:11][OH:12])[cH:5][n:6][cH:7]1.[CH3:13][O:14][C:15]([CH3:16])([CH3:17])[O:18][CH3:19].[Cl:20][CH2:21][Cl:22]>>[Br:1][c:2]1[cH:3][c:4]([CH:8]2[CH2:9][O:10][C:15]([CH3:16])([CH3:17])[O:12][CH2:11]2)[cH:5][n:6][cH:7]1. Starting materials: [C+4], CCn1ncc2c(NCc3ccccc3)c(C3=NOC4(CCC4)C3)cnc21, CO, [OH-], [OH-], [OH-], [OH-], [OH-], [OH-], [Pd+2]. Yields the product CCn1ncc2c(N)c(C3=NOC4(CCC4)C3)cnc21. As a reaction SMILES: [C+4:30].[CH2:1]([c:2]1[cH:3][cH:4][cH:5][cH:6][cH:7]1)[NH:8][c:9]1[c:10]2[c:11]([n:12][cH:13][c:14]1[C:15]1=[N:16][O:17][C:18]3([CH2:19][CH2:20][CH2:21]3)[CH2:22]1)[n:23]([CH2:26][CH3:27])[n:24][cH:25]2.[CH3:28][OH:29].[OH-:31].[OH-:33].[OH-:34].[OH-:35].[OH-:36].[OH-:37].[Pd+2:32]>>[NH2:8][c:9]1[c:10]2[c:11]([n:12][cH:13][c:14]1[C:15]1=[N:16][O:17][C:18]3([CH2:19][CH2:20][CH2:21]3)[CH2:22]1)[n:23]([CH2:26][CH3:27])[n:24][cH:25]2. Reactants: O=C1N(C(CC1)=O)OC(=O)C1=C(NC(=C1C)\C=C\1/C(NC2=CC=C(C=C12)S(=O)(=O)CC1=C(C=CC(=C1)Cl)Cl)=O)C (5-[5-(2,5-Dichloro-phenylmethanesulfonyl)-2-oxo-1,2-dihydro-indol-(3Z)-ylidenemethyl]-2,4-dimethyl-1H-pyrrole-3-carboxylic acid 2,5-dioxo-pyrrolidin-1-yl ester), CN1CCNCC1 (1-methyl-piperazine). The product is ClC1=C(C=C(C=C1)Cl)CS(=O)(=O)C=1C=C2/C(/C(NC2=CC1)=O)=C/C=1NC(=C(C1C)C(=O)N1CCN(CC1)C)C (5-(2,5-Dichloro-phenylmethanesulfonyl)-3-[1-[3,5-dimethyl-4-(4-methyl-piperazine-1-carbonyl)-1H-pyrrol-2-yl]-meth-(Z)-ylidene]-1,3-dihydro-indol-2-one). RXN SMILES: O=C1CCC(=O)N1[O:8][C:9]([C:11]1[C:15]([CH3:16])=[C:14](/[CH:17]=[C:18]2\[C:19](=[O:39])[NH:20][C:21]3[C:26]\2=[CH:25][C:24]([S:27]([CH2:30][C:31]2[CH:36]=[C:35]([Cl:37])[CH:34]=[CH:33][C:32]=2[Cl:38])(=[O:29])=[O:28])=[CH:23][CH:22]=3)[NH:13][C:12]=1[CH3:40])=O.[CH3:41][N:42]1[CH2:47][CH2:46][NH:45][CH2:44][CH2:43]1>>[Cl:38][C:32]1[CH:33]=[CH:34][C:35]([Cl:37])=[CH:36][C:31]=1[CH2:30][S:27]([C:24]1[CH:25]=[C:26]2[C:21](=[CH:22][CH:23]=1)[NH:20][C:19](=[O:39])/[C:18]/2=[CH:17]\[C:14]1[NH:13][C:12]([CH3:40])=[C:11]([C:9]([N:45]2[CH2:46][CH2:47][N:42]([CH3:41])[CH2:43][CH2:44]2)=[O:8])[C:15]=1[CH3:16])(=[O:28])=[O:29]. Procedure: 5-[5-(2,5-Dichloro-phenylmethanesulfonyl)-2-oxo-1,2-dihydro-indol-(3Z)-ylidenemethyl]-2,4-dimethyl-1H-pyrrole-3-carboxylic acid 2,5-dioxo-pyrrolidin-1-yl ester was condensed with 1-methyl-piperazine to give the titled compound.